Dataset: the Open Reaction Database (ORD), a public repository of structured organic reaction records. Task: describe an organic reaction: reactants, conditions, products, and yield Reactants: CCOC(=O)c1cn(-c2ccc(-c3cccc(S(C)(=O)=O)c3)cc2Cl)c(-c2c(Cl)cccc2Cl)n1, CO, CCOC(C)=O, Cl, [Na+], [OH-]. Reaction SMILES: [CH2:1]([CH3:2])[O:3][C:4](=[O:5])[c:6]1[n:7][c:8](-[c:28]2[c:29]([Cl:35])[cH:30][cH:31][cH:32][c:33]2[Cl:34])[n:9](-[c:11]2[c:12]([Cl:27])[cH:13][c:14](-[c:17]3[cH:18][c:19]([S:23](=[O:24])(=[O:25])[CH3:26])[cH:20][cH:21][cH:22]3)[cH:15][cH:16]2)[cH:10]1.[CH3:36][OH:37].[CH3:41][CH2:42][O:43][C:44]([CH3:45])=[O:46].[ClH:40].[Na+:39].[OH-:38]>>[O:3]=[C:4]([OH:5])[c:6]1[n:7][c:8](-[c:28]2[c:29]([Cl:35])[cH:30][cH:31][cH:32][c:33]2[Cl:34])[n:9](-[c:11]2[c:12]([Cl:27])[cH:13][c:14](-[c:17]3[cH:18][c:19]([S:23](=[O:24])(=[O:25])[CH3:26])[cH:20][cH:21][cH:22]3)[cH:15][cH:16]2)[cH:10]1. Product: CS(=O)(=O)c1cccc(-c2ccc(-n3cc(C(=O)O)nc3-c3c(Cl)cccc3Cl)c(Cl)c2)c1. The reactants are NN1CCCC1 (aminopyrrolidine), ClC=1N=C(C2=C(N1)C=CS2)N(C)C (2-chloro-N,N-dimethylthieno[3,2-d]pyrimidin-4-amine), Cl.N[C@@H]1CN(CC1)C(CC1=CC=C(C=C1)OC(F)(F)F)=O ((S)-1-(3-aminopyrrolidin-1-yl)-2-(4-trifluoromethoxyphenyl)ethanone mono hydrochloride), C(C)(C)N(C(C)C)CC (N,N-diisopropylethylamine). Solvent: C(Cl)(Cl)Cl (chloroform), O (water), C(CO)O (ethylene glycol). Run at temperature 110 celsius. Product: CN(C=1C2=C(N=C(N1)N[C@@H]1CN(CC1)C(CC1=CC=C(C=C1)OC(F)(F)F)=O)C=CS2)C ((S)-1-(3-(4-dimethylaminothieno[3,2-d]pyrimidin-2-ylamino)pyrrolidin-1-yl)-2-(4-trifluoromethoxyphenyl)ethanone). Isolated yield 12.2%. Reaction SMILES: NN1CCCC1.Cl[C:8]1[N:9]=[C:10]([N:17]([CH3:19])[CH3:18])[C:11]2[S:16][CH:15]=[CH:14][C:12]=2[N:13]=1.Cl.[NH2:21][C@H:22]1[CH2:26][CH2:25][N:24]([C:27](=[O:40])[CH2:28][C:29]2[CH:34]=[CH:33][C:32]([O:35][C:36]([F:39])([F:38])[F:37])=[CH:31][CH:30]=2)[CH2:23]1.C(N(CC)C(C)C)(C)C>C(Cl)(Cl)Cl.O.C(O)CO>[CH3:18][N:17]([CH3:19])[C:10]1[C:11]2[S:16][CH:15]=[CH:14][C:12]=2[N:13]=[C:8]([NH:21][C@H:22]2[CH2:26][CH2:25][N:24]([C:27](=[O:40])[CH2:28][C:29]3[CH:30]=[CH:31][C:32]([O:35][C:36]([F:37])([F:38])[F:39])=[CH:33][CH:34]=3)[CH2:23]2)[N:9]=1 |f:2.3|. Procedure: To a solution of 50% aqueous dimethyl amine (0.77 g) in ethanol (30 mL) was added 2,4-dichlorothieno[3,2-d]pyrimidine (1.00 g) with ice cooling, and the mixture was stirred for 12 h while heating to room temperature. The reaction mixture was concentrated under reduced pressure and diluted with chloroform and water, and then the aqueous layer was extracted with chloroform. The organic layer was washed with 1 M hydrochloric acid and saturated brine, then the organic layer was dried with anhydrous ... The reactants are C(C)C1=C(N)C=C(C=C1)[N+](=O)[O-] (2-ethyl-5-nitroaniline), N1=CC=CC=C1 (pyridine), CS(=O)(=O)Cl (methanesulfonyl chloride). Run in C(Cl)Cl (DCM), C(Cl)Cl (DCM). Conditions: time 8 hour. Product: C(C)C1=C(C=C(C=C1)[N+](=O)[O-])NS(=O)(=O)C (N-(2-ethyl-5-nitrophenyl)methanesulfonamide). The yield is 98.9%. RXN SMILES: [CH2:1]([C:3]1[CH:9]=[CH:8][C:7]([N+:10]([O-:12])=[O:11])=[CH:6][C:4]=1[NH2:5])[CH3:2].N1C=CC=CC=1.[CH3:19][S:20](Cl)(=[O:22])=[O:21]>C(Cl)Cl>[CH2:1]([C:3]1[CH:9]=[CH:8][C:7]([N+:10]([O-:12])=[O:11])=[CH:6][C:4]=1[NH:5][S:20]([CH3:19])(=[O:22])=[O:21])[CH3:2]. Reported procedure: To a solution of 2-ethyl-5-nitroaniline (200 mg, 1.20 mmol) in DCM (5 mL) was added pyridine (0.195 mL, 2.41 mmol) and methanesulfonyl chloride (0.11 mL, 1.44 mmol). The reaction mixture was stirred at room temperature overnight. The mixture was diluted with DCM, washed with water and brine and dried to give Intermediate 78A (290 mg, 99%) as a yellow solid. 1H NMR (400 MHz, CDCl3) δ ppm 8.35 (1H, d, J=2.26 Hz), 8.04 (1H, dd, J=8.53, 2.26 Hz), 7.44 (1H, d, J=8.53 Hz), 6.59 (1H, br. s.), 3.15 (3H,... The reactants are C(C)OC(CCCOC1=C(C(=CC=C1)C#CCCCCOC1OCCCC1)C=CC(=O)OC)=O (rac-4-[2-(3-methoxy-3-oxo-1-propenyl)-3-[6-[(tetrahydro-2H-pyran-2-yl)oxy]-1-hexynyl]phenoxy]butanoic acid ethyl ester). The reagents and catalysts are [Pd] (palladium on carbon). The solvent is C(C)(=O)OCC (ethyl acetate). Run at time 24 hour. Yields the product COC(CCC1=C(C=CC=C1CCCCCCOC1OCCCC1)OCCCC(=O)OCC)=O (rac-2-(4-Ethoxy-4-oxobutoxy)-6-[6-[(tetrahydro-2H-pyran-2-yl)oxy]hexyl]benzenepropanoic acid methyl ester). Reaction SMILES: [CH2:1]([O:3][C:4](=[O:34])[CH2:5][CH2:6][CH2:7][O:8][C:9]1[CH:14]=[CH:13][CH:12]=[C:11]([C:15]#[C:16][CH2:17][CH2:18][CH2:19][CH2:20][O:21][CH:22]2[CH2:27][CH2:26][CH2:25][CH2:24][O:23]2)[C:10]=1[CH:28]=[CH:29][C:30]([O:32][CH3:33])=[O:31])[CH3:2]>C(OCC)(=O)C.[Pd]>[CH3:33][O:32][C:30](=[O:31])[CH2:29][CH2:28][C:10]1[C:11]([CH2:15][CH2:16][CH2:17][CH2:18][CH2:19][CH2:20][O:21][CH:22]2[CH2:27][CH2:26][CH2:25][CH2:24][O:23]2)=[CH:12][CH:13]=[CH:14][C:9]=1[O:8][CH2:7][CH2:6][CH2:5][C:4]([O:3][CH2:1][CH3:2])=[O:34]. Procedure: A 9.73 g (ca. 20 mmol) sample of crude rac-4-[2-(3-methoxy-3-oxo-1-propenyl)-3-[6-[(tetrahydro-2H-pyran-2-yl)oxy]-1-hexynyl]phenoxy]butanoic acid ethyl ester from the preceding example was hydrogenated in 275 mL of ethyl acetate, over 0.75 g of 10% palladium on carbon, at room temperature and 1 atmosphere, for 24 hr. rac-2-(4-Ethoxy-4-oxobutoxy)-6-[6-[(tetrahydro-2H-pyran-2-yl)oxy]hexyl]benzenepropanoic acid methyl ester, an oil, was isolated by filtration of the catalyst and concentration of th... Reactants: COc1ccc(OC)c(CC(=O)O)c1, O=C(Cl)C(=O)Cl, ClCCl. The product is COc1ccc(OC)c(CC(=O)Cl)c1. RXN SMILES: [CH3:1][O:2][c:3]1[c:4]([CH2:11][C:12](=[O:13])[OH:14])[cH:5][c:6]([O:9][CH3:10])[cH:7][cH:8]1.[Cl:15][C:16]([C:17]([Cl:18])=[O:19])=[O:20].[Cl:21][CH2:22][Cl:23]>>[CH3:1][O:2][c:3]1[c:4]([CH2:11][C:12](=[O:14])[Cl:15])[cH:5][c:6]([O:9][CH3:10])[cH:7][cH:8]1. The reactants are C(CCCCCCC)C1=CC=C(CNC(NCC(=O)OCC)=O)C=C1 (Ethyl 2-(3-(4-octylbenzyl)ureido)acetate), C(CCCCCCC)C1=CC=C(C=C1)NC(NCCC(=O)OCC)=O (ethyl 3-(3-(4-octylphenyl)ureido)propanoate). Product: C(CCCCCCC)C1=CC=C(CNC(NCC(=O)O)=O)C=C1 (2-(3-(4-Octylbenzyl)ureido)acetic acid). Yield: 87.0%. As a reaction SMILES: [CH2:1]([C:9]1[CH:25]=[CH:24][C:12]([CH2:13][NH:14][C:15](=[O:23])[NH:16][CH2:17][C:18]([O:20]CC)=[O:19])=[CH:11][CH:10]=1)[CH2:2][CH2:3][CH2:4][CH2:5][CH2:6][CH2:7][CH3:8].C(C1C=CC(NC(=O)NCCC(OCC)=O)=CC=1)CCCCCCC>>[CH2:1]([C:9]1[CH:10]=[CH:11][C:12]([CH2:13][NH:14][C:15](=[O:23])[NH:16][CH2:17][C:18]([OH:20])=[O:19])=[CH:24][CH:25]=1)[CH2:2][CH2:3][CH2:4][CH2:5][CH2:6][CH2:7][CH3:8]. Reported procedure: When the product of Step A was substituted for ethyl 3-(3-(4-octylphenyl)ureido)propanoate in Example 11, Step B, the identical process afforded the title compound in 87% yield, as a colourless solid. 1H-NMR (CDCl3+CD3OD) 7.15 (d, 2H, J=8 Hz); 7.07 (d, 2H, J=8 Hz); 4.63 (CD3OH); 4.26 (s, 2H); 3.86 (s, 2H); 2.52 (t, 2H, J=7.8 Hz); 1.54 (m, 2H); 1.22 (m, 10H); 0.83 (t, 3H, J=7 Hz). Reactants: C(C)NC(=O)C1=CC=C(C=C1)N1N=NC(=C1O)C(=O)OC (methyl 1-{4-[(ethylamino)carbonyl]phenyl}-5-hydroxy-1H-1,2,3-triazole-4-carboxylate), S(=O)(=O)(OCC)OCC (diethyl sulfate). Solvent: CN(C)C=O (DMF). The product is C(C)OC1=C(N=NN1C1=CC=C(C=C1)C(=O)NCC)C(=O)OC (methyl 5-ethoxy-1-{4-[(ethylamino)carbonyl]phenyl}-1H-1,2,3-triazole-4-carboxylate). Isolated yield 33.0%. As a reaction SMILES: [CH2:1]([NH:3][C:4]([C:6]1[CH:11]=[CH:10][C:9]([N:12]2[C:16]([OH:17])=[C:15]([C:18]([O:20][CH3:21])=[O:19])[N:14]=[N:13]2)=[CH:8][CH:7]=1)=[O:5])[CH3:2].S(OCC)(O[CH2:26][CH3:27])(=O)=O>CN(C=O)C>[CH2:26]([O:17][C:16]1[N:12]([C:9]2[CH:8]=[CH:7][C:6]([C:4]([NH:3][CH2:1][CH3:2])=[O:5])=[CH:11][CH:10]=2)[N:13]=[N:14][C:15]=1[C:18]([O:20][CH3:21])=[O:19])[CH3:27]. Procedure: A solution of methyl 1-{4-[(ethylamino)carbonyl]phenyl}-5-hydroxy-1H-1,2,3-triazole-4-carboxylate (580 mg, 2 mmol) obtained in Example 1211a) and diethyl sulfate (339 mg, 2.2 mmol, 1.1 eq.) in DMF (5 ml) was stirred at 90° C. for 15 hr. The reaction mixture was concentrated to dryness, and chloroform (20 ml) and water (10 ml) were added to the residue. After partitioning, the organic layer was dried over anhydrous sodium sulfate, and the solvent was evaporated under reduced pressure. The residue...